Task: describe an organic reaction: reactants, conditions, products, and yield. Dataset: the Open Reaction Database (ORD), a public repository of structured organic reaction records Reactants: O1C(CN2C(C=3C(C2=O)=CC=CC3)=O)C1 (N-(2,3-epoxypropyl)phthalimide), [N+](=O)([O-])C=1NC=CN1 (2-nitro-imidazole). Yields the product OC(CN1C(C2=CC=CC=C2C1=O)=O)N1C(=NC=C1)[N+](=O)[O-] (2-[2-Hydroxy-2-(2-nitro-1H-imidazol-1-yl)ethyl]-1H-isoindole-1,3(2H)-dione). RXN SMILES: [O:1]1C[CH:2]1[CH2:3][N:4]1[C:8](=[O:9])[C:7]2=[CH:10][CH:11]=[CH:12][CH:13]=[C:6]2[C:5]1=[O:14].[N+:16]([C:19]1[NH:20][CH:21]=[CH:22][N:23]=1)([O-:18])=[O:17]>>[OH:1][CH:2]([N:20]1[CH:21]=[CH:22][N:23]=[C:19]1[N+:16]([O-:18])=[O:17])[CH2:3][N:4]1[C:8](=[O:9])[C:7]2[C:6](=[CH:13][CH:12]=[CH:11][CH:10]=2)[C:5]1=[O:14]. Procedure details: According to the General Reaction Scheme, N-(2,3-epoxypropyl)phthalimide (1) is reacted with 2-nitro-imidazole (2) to obtain 2-[2-Hydroxy-2-(2-nitro-1H-imidazol-1-yl)ethyl]-1H-isoindole-1,3(2H)-dione (3). This product is then reacted with N-hydroxyphthalimide, preferably in the presence of a tertiary amine such as triphenylphosphine, to obtain the intermediate of Formula II, 2-{2-(1,3-dioxoisoindolin-2-yl)-1-[(2-nitroimidazolyl)methyl]ethoxy}isoindoline-1,3-dione (4). This intermediate is then r... Procedure: A suspension of 2.50 g of methyl 7-mercapto-5-methyl-s-triazolo [1,5-a]pyrimidine-2-carboxylate (See Eur. Pat. Publ. 150,507) in 25 ml of 25 percent aqueous ammonia was stirred at room temperature for 6 hours. The mixture was filtered and the solid was dried at 50° in a vacuum. There was obtained 7-mercapto-5-methyl-s-triazolo[1,5-a]pyrimidine-2-carboxamide as a 1:1:1 adduct with water and ammonia. Conditions: time 6 hour. The product is SC1=CC(=NC=2N1N=C(N2)C(=O)N)C (7-mercapto-5-methyl-s-triazolo[1,5-a]pyrimidine-2-carboxamide), N (ammonia). As a reaction SMILES: [SH:1][C:2]1[N:7]2[N:8]=[C:9]([C:11](OC)=[O:12])[N:10]=[C:6]2[N:5]=[C:4]([CH3:15])[CH:3]=1.[NH3:16]>>[SH:1][C:2]1[N:7]2[N:8]=[C:9]([C:11]([NH2:16])=[O:12])[N:10]=[C:6]2[N:5]=[C:4]([CH3:15])[CH:3]=1.[NH3:5]. Starting materials: SC1=CC(=NC=2N1N=C(N2)C(=O)OC)C (methyl 7-mercapto-5-methyl-s-triazolo [1,5-a]pyrimidine-2-carboxylate), N (ammonia).